Dataset: the Open Reaction Database (ORD), a public repository of structured organic reaction records. Task: describe an organic reaction: reactants, conditions, products, and yield Reactants: O1C2(CC3C(CC21)C3(C)C)C (3,4-epoxycarane), C(C)O (ethanol). The product is C12=CC(C(CC1C2(C)C)O)(C)O (3,4-carenediol). RXN SMILES: [O:1]1[CH:7]2[C:2]1([CH3:11])[CH2:3][CH:4]1[C:8]([CH3:10])([CH3:9])[CH:5]1[CH2:6]2.C([OH:14])C>>[C:4]12[C:8]([CH3:10])([CH3:9])[CH:5]1[CH2:6][CH:7]([OH:1])[C:2]([OH:14])([CH3:11])[CH:3]=2. Procedure details: subjecting 3,4-epoxycarane obtained above to a hydration reaction in the presence of a base catalyst in aqueous ethanol under pressure to obtain 3,4-carenediol of the formula [I]. The reactants are COC=1C=C2C3CCCCC3C(CC2=CC1)C1=CC=C(C=C1)OC (6-Methoxy-10-(4-methoxy-phenyl)-1,2,3,4,4a,9,10,10a-octahydro-phenanthrene), BrBr (bromine). The solvent is C(Cl)Cl (methylene chloride). Reaction conditions: time 1 hour. Yields the product BrC1=C(C=C2C3CCCCC3C(CC2=C1)C1=CC=C(C=C1)OC)OC (7-Bromo-6-methoxy-10-(4-methoxy-phenyl)-1,2,3,4,4a,9,10,10a-octahydro-phenanthrene). The yield is 124.6%. RXN SMILES: [CH3:1][O:2][C:3]1[CH:4]=[C:5]2[C:14](=[CH:15][CH:16]=1)[CH2:13][CH:12]([C:17]1[CH:22]=[CH:21][C:20]([O:23][CH3:24])=[CH:19][CH:18]=1)[CH:11]1[CH:6]2[CH2:7][CH2:8][CH2:9][CH2:10]1.[Br:25]Br>C(Cl)Cl>[Br:25][C:16]1[CH:15]=[C:14]2[C:5]([CH:6]3[CH:11]([CH:12]([C:17]4[CH:22]=[CH:21][C:20]([O:23][CH3:24])=[CH:19][CH:18]=4)[CH2:13]2)[CH2:10][CH2:9][CH2:8][CH2:7]3)=[CH:4][C:3]=1[O:2][CH3:1]. Reported procedure: Combine 6-Methoxy-10-(4-methoxy-phenyl)-1,2,3,4,4a,9,10,10a-octahydro-phenanthrene (chiral) (0.02 g, 0.32 mmol) and methylene chloride (10 ml) and add bromine (0.0162 ml, 0.32 mmol) at 0-5° C. over 15 minutes. Stir as such one hour. Remove volatiles in vacuo at 40° C. to yield the titled compound (0.16 g, 100%). 1H NMR (CDCl3): 7.38 (s, 1H), 7.25 (d, J=8.8 Hz, 2H), 6.9 (m, 3H), 3.93 (s, 3H), 3.85 (s, 3H), 3.2 (m, 3H), 2.85 (dd, J=4 and 11, 1H), 2.48 (d, J=14 Hz, 1H), 2.06 (m, 1H), 1.8-0.8 (m, 7H...